This data is from the Open Reaction Database (ORD), a public repository of structured organic reaction records. The task is: describe an organic reaction: reactants, conditions, products, and yield Reactants: Cl.BrC=1C=NC=CC1 (3-bromopyridine hydrochloride), C(#C)C(O)C1=CC=CC=C1 (α-(ethynyl)-benzenemethanol), C(C)NCC (diethylamine). Reagents/catalysts: Cl[Pd]([P](C1=CC=CC=C1)(C2=CC=CC=C2)C3=CC=CC=C3)([P](C4=CC=CC=C4)(C5=CC=CC=C5)C6=CC=CC=C6)Cl (bis(triphenyl-phosphine)palladium(II) chloride), [Cu]I (copper(I) iodide). Run at time 8 hour. The product is N1=CC(=CC=C1)C#CC(O)C1=CC=CC=C1 (α-[(3-Pyridinyl)ethynyl]-benzenemethanol). As a reaction SMILES: Cl.Br[C:3]1[CH:4]=[N:5][CH:6]=[CH:7][CH:8]=1.[C:9]([CH:11]([C:13]1[CH:18]=[CH:17][CH:16]=[CH:15][CH:14]=1)[OH:12])#[CH:10].C(NCC)C>Cl[Pd](Cl)([P](C1C=CC=CC=1)(C1C=CC=CC=1)C1C=CC=CC=1)[P](C1C=CC=CC=1)(C1C=CC=CC=1)C1C=CC=CC=1.[Cu]I>[N:5]1[CH:6]=[CH:7][CH:8]=[C:3]([C:10]#[C:9][CH:11]([C:13]2[CH:18]=[CH:17][CH:16]=[CH:15][CH:14]=2)[OH:12])[CH:4]=1 |f:0.1,^1:26,45|. Procedure: Place 3-bromopyridine hydrochloride (0.78 g, 4 mmol), α-(ethynyl)-benzenemethanol (661 mg, 5 mmol) and diethylamine (25mL) under nitrogen atmosphere. Add bis(triphenyl-phosphine)palladium(II) chloride (140mg) then copper(I) iodide (20 mg). Stir overnight at room temperature and filter. Evaporate the solvent in vacuo and filter through silica gel (2:1 ethyl acetate/hexane). Evaporate the solvent in vacuo and recrystallize (25% ethyl acetate/hexane) to yield the title compound. Reactants: OC1=NOC(=C1)C1=CC=C(C=C1)OC (3-Hydroxy-5-(4-methoxyphenyl)isoxazole), C(C)(C)(C)OC(=O)NCCO (2-(N-tert-butoxycarbonylamino)ethanol). Yields the product C(C)(C)(C)OC(=O)NCCOC1=NOC(=C1)C1=CC=C(C=C1)OC (3-(2-(N-tert-Butoxycarbonylamino)ethoxy)-5-(4-methoxyphenyl)isoxazole). Isolated yield 83.2%. Reaction SMILES: [OH:1][C:2]1[CH:6]=[C:5]([C:7]2[CH:12]=[CH:11][C:10]([O:13][CH3:14])=[CH:9][CH:8]=2)[O:4][N:3]=1.[C:15]([O:19][C:20]([NH:22][CH2:23][CH2:24]O)=[O:21])([CH3:18])([CH3:17])[CH3:16]>>[C:15]([O:19][C:20]([NH:22][CH2:23][CH2:24][O:1][C:2]1[CH:6]=[C:5]([C:7]2[CH:12]=[CH:11][C:10]([O:13][CH3:14])=[CH:9][CH:8]=2)[O:4][N:3]=1)=[O:21])([CH3:18])([CH3:17])[CH3:16]. Reported procedure: 3-Hydroxy-5-(4-methoxyphenyl)isoxazole (0.22 g) and 2-(N-tert-butoxycarbonylamino)ethanol (0.20 g) were subjected to reaction and post-treatment in a similar manner to that described in Example 9(a) to obtain the title compound (0.32 g, 84%) as a colorless powder. The reactants are Cc1ccccc1, COC(=O)Cc1cccc(N)c1, O=C(Cl)OC(Cl)(Cl)Cl. Product: COC(=O)Cc1cccc(N=C=O)c1. As a reaction SMILES: [CH3:21][c:22]1[cH:23][cH:24][cH:25][cH:26][cH:27]1.[NH2:1][c:2]1[cH:3][c:4]([CH2:8][C:9](=[O:10])[O:11][CH3:12])[cH:5][cH:6][cH:7]1.[O:13]=[C:14]([Cl:15])[O:16][C:17]([Cl:18])([Cl:19])[Cl:20]>>[N:1]([c:2]1[cH:3][c:4]([CH2:8][C:9](=[O:10])[O:11][CH3:12])[cH:5][cH:6][cH:7]1)=[C:14]=[O:13]. Starting materials: C[Mg+].[Br-] (MeMgBr), C1CCOC1.C1(=CC=CC=C1)C (THF toluene), C(C)(=O)C1=NC=C(C(=O)NC2=CC=C(C=C2)OC(F)(F)F)C=C1C=1C=NC=NC1 (6-acetyl-5-(pyrimidin-5-yl)-N-(4-(trifluoromethoxy)phenyl)nicotinamide), ClC1=NC=C(C(=O)NC2=CC=C(C=C2)OC(F)(F)F)C=C1C=1C=NC=NC1 (6-Chloro-5-(pyrimidin-5-yl)-N-(4-(trifluoromethoxy)phenyl)nicotinamide), C(CCC)[Sn](C(=C)OCC)(CCCC)CCCC (tributyl(1-ethoxyvinyl)stannane), C(=O)([O-])[O-].[Na+].[Na+] (Na2CO3), Cl (HCl), [NH4+].[Cl-] (NH4Cl), C(C)OC(=C)C1=NC=C(C(=O)NC2=CC=C(C=C2)OC(F)(F)F)C=C1C=1C=NC=NC1 (6-(1-ethoxyvinyl)-5-(pyrimidin-5-yl)-N-(4-(trifluoromethoxy)phenyl)nicotinamide). Reagents/catalysts: C=1C=CC(=CC1)[P](C=2C=CC=CC2)(C=3C=CC=CC3)[Pd]([P](C=4C=CC=CC4)(C=5C=CC=CC5)C=6C=CC=CC6)([P](C=7C=CC=CC7)(C=8C=CC=CC8)C=9C=CC=CC9)[P](C=1C=CC=CC1)(C=1C=CC=CC1)C=1C=CC=CC1 (Pd(Ph3P)4). Solvent: C(Cl)Cl (DCM), O1CCOCC1 (dioxane), O1CCOCC1 (dioxane). Run at temperature 110 celsius, time 2 hour. Product: OC(C)(C)C1=NC=C(C(=O)NC2=CC=C(C=C2)OC(F)(F)F)C=C1C=1C=NC=NC1 (6-(2-Hydroxypropan-2-yl)-5-(pyrimidin-5-yl)-N-(4-(trifluoromethoxy)phenyl)nicotinamide). As a reaction SMILES: Cl[C:2]1[C:21]([C:22]2[CH:23]=[N:24][CH:25]=[N:26][CH:27]=2)=[CH:20][C:5]([C:6]([NH:8][C:9]2[CH:14]=[CH:13][C:12]([O:15][C:16]([F:19])([F:18])[F:17])=[CH:11][CH:10]=2)=[O:7])=[CH:4][N:3]=1.C([Sn](CCCC)(CCCC)C(OCC)=C)CCC.C([O:48][C:49]([C:51]1C(C2C=NC=NC=2)=CC(C(NC2C=CC(OC(F)(F)F)=CC=2)=O)=CN=1)=[CH2:50])C.Cl.C([O-])([O-])=O.[Na+].[Na+].C(C1C(C2C=NC=NC=2)=CC(C(NC2C=CC(OC(F)(F)F)=CC=2)=O)=CN=1)(=O)C.C[Mg+].[Br-].C1COCC1.C1(C)C=CC=CC=1.[NH4+].[Cl-]>C(Cl)Cl.C1C=CC([P]([Pd]([P](C2C=CC=CC=2)(C2C=CC=CC=2)C2C=CC=CC=2)([P](C2C=CC=CC=2)(C2C=CC=CC=2)C2C=CC=CC=2)[P](C2C=CC=CC=2)(C2C=CC=CC=2)C2C=CC=CC=2)(C2C=CC=CC=2)C2C=CC=CC=2)=CC=1.O1CCOCC1>[OH:48][C:49]([C:2]1[C:21]([C:22]2[CH:23]=[N:24][CH:25]=[N:26][CH:27]=2)=[CH:20][C:5]([C:6]([NH:8][C:9]2[CH:14]=[CH:13][C:12]([O:15][C:16]([F:19])([F:18])[F:17])=[CH:11][CH:10]=2)=[O:7])=[CH:4][N:3]=1)([CH3:51])[CH3:50] |f:4.5.6,8.9,10.11,12.13,^1:136,138,157,176|. Procedure: 6-Chloro-5-(pyrimidin-5-yl)-N-(4-(trifluoromethoxy)phenyl)nicotinamide (Example 56, 100 mg, 0.253 mmol), tributyl(1-ethoxyvinyl)stannane (0.103 mL, 0.304 mmol), Pd(Ph3P)4 (29.3 mg, 0.025 mmol) and dioxane (1 mL) were added to a vial, which was sealed, evacuated/purged with argon and the RM was stirred at 110° C. for 2 h. The solvent was evaporated off under reduced the crude 6-(1-ethoxyvinyl)-5-(pyrimidin-5-yl)-N-(4-(trifluoromethoxy)phenyl)nicotinamide (100 mg, 0.232 mmol) was treated with 4 M ... Reactants: Cc1nc(C#Cc2cccc(C#N)c2)c[nH]1, Cc1ccnc(F)c1. Product: Cc1ccnc(-n2cc(C#Cc3cccc(C#N)c3)nc2C)c1. Reaction SMILES: [CH3:1][c:2]1[nH:3][cH:4][c:5]([C:7]#[C:8][c:9]2[cH:10][c:11]([C:12]#[N:13])[cH:14][cH:15][cH:16]2)[n:6]1.[F:17][c:18]1[n:19][cH:20][cH:21][c:22]([CH3:24])[cH:23]1>>[CH3:1][c:2]1[n:3](-[c:18]2[n:19][cH:20][cH:21][c:22]([CH3:24])[cH:23]2)[cH:4][c:5]([C:7]#[C:8][c:9]2[cH:10][c:11]([C:12]#[N:13])[cH:14][cH:15][cH:16]2)[n:6]1.